Dataset: the Open Reaction Database (ORD), a public repository of structured organic reaction records. Task: describe an organic reaction: reactants, conditions, products, and yield Reactants: S(=O)(Cl)Cl (thionyl chloride), CC1=C(C(=O)O)C=CC=C1[N+](=O)[O-] (2-methyl-3-nitrobenzoic acid), CO (methanol), ice water. Product: CC1=C(C(=O)OC)C=CC=C1[N+](=O)[O-] (methyl 2-methyl-3-nitrobenzoate). RXN SMILES: [CH3:1][C:2]1[C:10]([N+:11]([O-:13])=[O:12])=[CH:9][CH:8]=[CH:7][C:3]=1[C:4]([OH:6])=[O:5].S(Cl)(Cl)=O.[CH3:18]O>>[CH3:1][C:2]1[C:10]([N+:11]([O-:13])=[O:12])=[CH:9][CH:8]=[CH:7][C:3]=1[C:4]([O:6][CH3:18])=[O:5]. Reported procedure: To 2-methyl-3-nitrobenzoic acid (10.0 g) is added methanol (100 ml) and thereto thionyl chloride (8 ml) is added dropwise at room temperature. After reflux for 2 hours, the reaction mixture is poured into ice-water and extracted with dichloromethane. The solvent is concentrated to give methyl 2-methyl-3-nitrobenzoate (10.8 g). Starting materials: amine, C22H33N3O, N1(CCCC1)CC1=CC=C(C=C1)[C@H]1C[C@H](C1)COS(=O)(=O)C1=CC=C(C=C1)C (cis-Toluene-4-sulfonic acid 3-(4-pyrrolidin-1-ylmethyl-phenyl)-cyclobutylmethyl ester), [NH4+].[OH-] (NH4OH). Run in CO.C(Cl)Cl (MeOH CH2Cl2). Yields the product N1(CCCC1)CC1=CC=C(C=C1)[C@H]1C[C@H](C1)CN1CCN(CC1)C(C)=O (cis-1-{4-[3-(4-Pyrrolidin-1-ylmethyl-phenyl)-cyclobutylmethyl]-piperazin-1-yl}-ethanone). As a reaction SMILES: [N:1]1([CH2:6][C:7]2[CH:12]=[CH:11][C:10]([C@@H:13]3[CH2:16][C@H:15]([CH2:17]OS(C4C=CC(C)=CC=4)(=O)=O)[CH2:14]3)=[CH:9][CH:8]=2)[CH2:5][CH2:4][CH2:3][CH2:2]1.[NH4+:29].[OH-:30]>CO.C(Cl)Cl>[N:1]1([CH2:6][C:7]2[CH:8]=[CH:9][C:10]([C@@H:13]3[CH2:14][C@H:15]([CH2:17][N:29]4[CH2:4][CH2:5][N:1]([C:6](=[O:30])[CH3:7])[CH2:2][CH2:3]4)[CH2:16]3)=[CH:11][CH:12]=2)[CH2:2][CH2:3][CH2:4][CH2:5]1 |f:1.2,3.4|. Reported procedure: Preparation as described for Example 100, General Procedure A, Step H, using the appropriated amine and the tosylate of Example 47 (cis-toluene-4-sulfonic acid 3-(4-pyrrolidin-1-ylmethyl-phenyl)-cyclobutylmethyl ester). Rf=0.24 (20% MeOH/CH2Cl2 w/0.5% NH4OH); LRMS m/z Calcd for C22H33N3O 355.5; obsd LRMS APCI (M+1) m/z 356.